From a dataset of the Open Reaction Database (ORD), a public repository of structured organic reaction records. describe an organic reaction: reactants, conditions, products, and yield The reactants are O=C([O-])[O-], CCOC(=O)C(C)(C)Oc1cc(C2CCCN(C(=O)c3sc(-c4ccc(C(F)(F)F)cc4)nc3C)C2)ccc1C, CO, [K+], [K+], O. The product is Cc1ccc(C2CCCN(C(=O)c3sc(-c4ccc(C(F)(F)F)cc4)nc3C)C2)cc1OC(C)(C)C(=O)O. Reaction SMILES: [C:41](=[O:42])([O-:43])[O-:44].[CH2:1]([CH3:2])[O:3][C:4]([C:5]([CH3:6])([O:7][c:8]1[c:9]([CH3:38])[cH:10][cH:11][c:12]([CH:14]2[CH2:15][N:16]([C:20](=[O:21])[c:22]3[c:23]([CH3:37])[n:24][c:25](-[c:27]4[cH:28][cH:29][c:30]([C:33]([F:34])([F:35])[F:36])[cH:31][cH:32]4)[s:26]3)[CH2:17][CH2:18][CH2:19]2)[cH:13]1)[CH3:39])=[O:40].[CH3:47][OH:48].[K+:45].[K+:46].[OH2:49]>>[O:3]=[C:4]([C:5]([CH3:6])([O:7][c:8]1[c:9]([CH3:38])[cH:10][cH:11][c:12]([CH:14]2[CH2:15][N:16]([C:20](=[O:21])[c:22]3[c:23]([CH3:37])[n:24][c:25](-[c:27]4[cH:28][cH:29][c:30]([C:33]([F:34])([F:35])[F:36])[cH:31][cH:32]4)[s:26]3)[CH2:17][CH2:18][CH2:19]2)[cH:13]1)[CH3:39])[OH:40]. Reactants: IC=1N=CN(C1)C(C1=CC=CC=C1)(C1=CC=CC=C1)C1=CC=CC=C1 (4-iodo-1-trityl-1H-imidazole), CC[Mg+].[Br-] (EtMgBr), BrC1=C(C(=O)OC)C=CC=C1F (methyl 2-bromo-3-fluorobenzoate). The reagents and catalysts are C=1C=CC(=CC1)[P](C=2C=CC=CC2)(C=3C=CC=CC3)[Pd]([P](C=4C=CC=CC4)(C=5C=CC=CC5)C=6C=CC=CC6)([P](C=7C=CC=CC7)(C=8C=CC=CC8)C=9C=CC=CC9)[P](C=1C=CC=CC1)(C=1C=CC=CC1)C=1C=CC=CC1 (Pd(PPh3)4), [Cl-].[Cl-].[Zn+2] (ZnCl2). The solvent is C1CCOC1 (THF), C1CCOC1 (THF), C(Cl)Cl (CH2Cl2). Reaction conditions: time 90 minute. Product: FC=1C(=C(C(=O)OC)C=CC1)C=1N=CN(C1)C(C1=CC=CC=C1)(C1=CC=CC=C1)C1=CC=CC=C1 (Methyl 3-fluoro-2-(1-trityl-1H-imidazol-4-yl)benzoate). Isolated yield 41.1%. Reaction SMILES: I[C:2]1[N:3]=[CH:4][N:5]([C:7]([C:20]2[CH:25]=[CH:24][CH:23]=[CH:22][CH:21]=2)([C:14]2[CH:19]=[CH:18][CH:17]=[CH:16][CH:15]=2)[C:8]2[CH:13]=[CH:12][CH:11]=[CH:10][CH:9]=2)[CH:6]=1.CC[Mg+].[Br-].Br[C:31]1[C:40]([F:41])=[CH:39][CH:38]=[CH:37][C:32]=1[C:33]([O:35][CH3:36])=[O:34]>C1COCC1.C(Cl)Cl.[Cl-].[Cl-].[Zn+2].C1C=CC([P]([Pd]([P](C2C=CC=CC=2)(C2C=CC=CC=2)C2C=CC=CC=2)([P](C2C=CC=CC=2)(C2C=CC=CC=2)C2C=CC=CC=2)[P](C2C=CC=CC=2)(C2C=CC=CC=2)C2C=CC=CC=2)(C2C=CC=CC=2)C2C=CC=CC=2)=CC=1>[F:41][C:40]1[C:31]([C:2]2[N:3]=[CH:4][N:5]([C:7]([C:8]3[CH:13]=[CH:12][CH:11]=[CH:10][CH:9]=3)([C:14]3[CH:19]=[CH:18][CH:17]=[CH:16][CH:15]=3)[C:20]3[CH:25]=[CH:24][CH:23]=[CH:22][CH:21]=3)[CH:6]=2)=[C:32]([CH:37]=[CH:38][CH:39]=1)[C:33]([O:35][CH3:36])=[O:34] |f:1.2,6.7.8,^1:56,58,77,96|. Procedure: To a stirred solution of 4-iodo-1-trityl-1H-imidazole (436 mg, 1.0 mmol) in anhydrous THF (6 mL) was added EtMgBr (3.0 M in THF, 1.20 mmol, 0.40 mL) under an atmosphere of N2. The resulting solution was allowed to stir for 90 min and ZnCl2 (0.5 M in THF, 2.40 mL, 1.20 mmol) was added. The resulting white suspension was allowed to stir for 90 min and a solution of methyl 2-bromo-3-fluorobenzoate (280 mg, 1.20 mmol) in THF (1 mL) was added followed by the immediate addition of Pd(PPh3)4 (58 mg, 0....